describe an organic reaction: reactants, conditions, products, and yield From a dataset of the Open Reaction Database (ORD), a public repository of structured organic reaction records. The reactants are crude intermediate, [N+](=O)([O-])C=CC=1C=C(C=CC1)OC(C)=O (acetic acid 3-(2-nitrovinyl)-phenyl ester), C(C)(C)O (isopropanol), [BH4-].[Na+] (sodium borohydride), C(C)(=O)OC(C)=O (acetic anhydride). Run in N1=CC=CC=C1 (pyridine), C(Cl)(Cl)Cl (chloroform). Conditions: time 1 hour. The product is [N+](=O)([O-])CCC=1C=C(C=CC1)OC(C)=O (Acetic acid 3-(2-nitroethyl)-phenyl ester). The yield is 99.0%. As a reaction SMILES: [N+:1]([CH:4]=[CH:5][C:6]1[CH:7]=[C:8]([O:12][C:13](=[O:15])[CH3:14])[CH:9]=[CH:10][CH:11]=1)([O-:3])=[O:2].C(O)(C)C.[BH4-].[Na+].C(OC(=O)C)(=O)C>C(Cl)(Cl)Cl.N1C=CC=CC=1>[N+:1]([CH2:4][CH2:5][C:6]1[CH:7]=[C:8]([O:12][C:13](=[O:15])[CH3:14])[CH:9]=[CH:10][CH:11]=1)([O-:3])=[O:2] |f:2.3|. Procedure details: Dissolve acetic acid 3-(2-nitrovinyl)-phenyl ester (25.56 g, 123.38 mmol) in chloroform (1575 mL). Add silica gel (247 g, 2 g/mmol) and isopropanol (370 mL) with mechanical stirring. Add portionwise sodium borohydride (18.67 g, 493.5 mmol) over 10 minutes. Stir at room temperature for 1 hour. Quench with 1 N hydrochloric acid (130 mL) over 20 minutes and stir at room temperature for 15 minutes. Filter solid and wash with dichloromethane (800 mL). Wash filtrate with saturated aqueous sodium chlor... The product is ClC=1C=C(C=C(C1C#N)F)C1=NN(C=C1)C[C@H](C)NC(=O)C=1N=C2N(C=C(C=C2)C#N)C1 ((S)—N-(1-(3-(3-Chloro-4-cyano-5-fluorophenyl)-1H-pyrazol-1-yl)propan-2-yl)-6-cyanoimidazo[1,2-a]pyridine-2-carboxamide). Conditions: time 10 minute. Run in C(Cl)Cl (DCM), C(Cl)Cl (DCM), CN(C)C=O (DMF), C(Cl)Cl (DCM). Reported procedure: 6-Cyanoimidazo[1,2-a]pyridine-2-carboxylic acid (0.770 mmol, 0.144 g), HOBt (0.770 mmol, 0.104 g) and DIPEA (1.539 mmol, 0.199 g) were dissolved in DCM (5 ml) and DMF (1 ml). EDCI (0.770 mmol, 0.148 g) was added and the resulting mixture was stirred for 10 min at RT. (S)-4-(1-(2-aminopropyl)-1H-pyrazol-3-yl)-2-chloro-6-fluorobenzonitrile (0.592 mmol, 0.22 g) dissolved in small amount of DCM was added and the reaction mixture was stirred overnight at RT. The mixture was diluted with DCM, washed w... Starting materials: CCN=C=NCCCN(C)C (EDCI), C(#N)C=1C=CC=2N(C1)C=C(N2)C(=O)O (6-Cyanoimidazo[1,2-a]pyridine-2-carboxylic acid), C=1C=CC2=C(C1)N=NN2O (HOBt), CCN(C(C)C)C(C)C (DIPEA), N[C@H](CN1N=C(C=C1)C1=CC(=C(C#N)C(=C1)F)Cl)C ((S)-4-(1-(2-aminopropyl)-1H-pyrazol-3-yl)-2-chloro-6-fluorobenzonitrile). The yield is 20.4%. Reaction SMILES: [C:1]([C:3]1[CH:4]=[CH:5][C:6]2[N:7]([CH:9]=[C:10]([C:12]([OH:14])=O)[N:11]=2)[CH:8]=1)#[N:2].C1C=CC2N(O)N=NC=2C=1.CCN(C(C)C)C(C)C.CCN=C=NCCCN(C)C.[NH2:45][C@@H:46]([CH3:63])[CH2:47][N:48]1[CH:52]=[CH:51][C:50]([C:53]2[CH:60]=[C:59]([F:61])[C:56]([C:57]#[N:58])=[C:55]([Cl:62])[CH:54]=2)=[N:49]1>C(Cl)Cl.CN(C=O)C>[Cl:62][C:55]1[CH:54]=[C:53]([C:50]2[CH:51]=[CH:52][N:48]([CH2:47][C@@H:46]([NH:45][C:12]([C:10]3[N:11]=[C:6]4[CH:5]=[CH:4][C:3]([C:1]#[N:2])=[CH:8][N:7]4[CH:9]=3)=[O:14])[CH3:63])[N:49]=2)[CH:60]=[C:59]([F:61])[C:56]=1[C:57]#[N:58]. Reactants: N#Cc1ccc(N(Cc2ccc(OCc3ccccc3)cc2)c2cccnc2)cc1, CCOC(C)=O, [H][H]. Product: N#Cc1ccc(N(Cc2ccc(O)cc2)c2cccnc2)cc1. As a reaction SMILES: [CH2:1]([c:2]1[cH:3][cH:4][cH:5][cH:6][cH:7]1)[O:8][c:9]1[cH:10][cH:11][c:12]([CH2:13][N:14]([c:15]2[cH:16][n:17][cH:18][cH:19][cH:20]2)[c:21]2[cH:22][cH:23][c:24]([C:25]#[N:26])[cH:27][cH:28]2)[cH:29][cH:30]1.[CH3:33][CH2:34][O:35][C:36](=[O:37])[CH3:38].[H:31][H:32]>>[OH:8][c:9]1[cH:10][cH:11][c:12]([CH2:13][N:14]([c:15]2[cH:16][n:17][cH:18][cH:19][cH:20]2)[c:21]2[cH:22][cH:23][c:24]([C:25]#[N:26])[cH:27][cH:28]2)[cH:29][cH:30]1. Starting materials: Brc1nccs1, O=C([O-])[O-], CCOC(=O)c1ccc(O)c(F)c1, [K+], [K+], c1ccncc1. Product: CCOC(=O)c1ccc(Oc2nccs2)c(F)c1. Reaction SMILES: [Br:1][c:2]1[s:3][cH:4][cH:5][n:6]1.[C:20](=[O:21])([O-:22])[O-:23].[F:7][c:8]1[cH:9][c:10]([C:11](=[O:12])[O:13][CH2:14][CH3:15])[cH:16][cH:17][c:18]1[OH:19].[K+:24].[K+:25].[cH:26]1[cH:27][cH:28][n:29][cH:30][cH:31]1>>[c:2]1([O:19][c:18]2[c:8]([F:7])[cH:9][c:10]([C:11](=[O:12])[O:13][CH2:14][CH3:15])[cH:16][cH:17]2)[s:3][cH:4][cH:5][n:6]1. The reactants are CCOC(N)=O, CCO, N, O=C(Nc1ccccc1)Nc1ccccc1. Product: CCOC(=O)Nc1ccccc1. As a reaction SMILES: [CH3:17][CH2:18][O:19][C:20](=[O:21])[NH2:22].[CH3:24][CH2:25][OH:26].[NH3:23].[c:1]1([NH:2][C:8](=[O:9])[NH:10][c:11]2[cH:12][cH:13][cH:14][cH:15][cH:16]2)[cH:3][cH:4][cH:5][cH:6][cH:7]1>>[C:8](=[O:9])([NH:10][c:11]1[cH:12][cH:13][cH:14][cH:15][cH:16]1)[O:19][CH2:18][CH3:17].